This data is from the Open Reaction Database (ORD), a public repository of structured organic reaction records. The task is: describe an organic reaction: reactants, conditions, products, and yield Starting materials: Cl.N1(N=CC=C1)C(=N)N (pyrazole-1-carboxamidine hydrochloride), ClC1=C(C=CC=C1)S(=O)(=O)OC=1C=C(OCCCON)C=C(C1)C (3-[3-(2-chlorophenylsulfonyloxy)-5-methylphenoxy]propoxyamine), Cl.N1(N=CC=C1)C(=N)N (pyrazole-1-carboxamidine hydrochloride). Solvent: CN(C=O)C (N,N-dimethylformamide). Conditions: time 8 hour. The product is ClC1=C(C=CC=C1)S(=O)(=O)OC=1C=C(OCCCONC(=N)N)C=C(C1)C (3-[3-(2-Chlorophenylsulfonyloxy)-5-methylphenoxy]propoxyguanidine). The yield is 92.6%. Reaction SMILES: [Cl:1][C:2]1[CH:7]=[CH:6][CH:5]=[CH:4][C:3]=1[S:8]([O:11][C:12]1[CH:13]=[C:14]([CH:21]=[C:22]([CH3:24])[CH:23]=1)[O:15][CH2:16][CH2:17][CH2:18][O:19][NH2:20])(=[O:10])=[O:9].Cl.[N:26]1([C:31](N)=[NH:32])C=CC=N1>CN(C)C=O>[Cl:1][C:2]1[CH:7]=[CH:6][CH:5]=[CH:4][C:3]=1[S:8]([O:11][C:12]1[CH:13]=[C:14]([CH:21]=[C:22]([CH3:24])[CH:23]=1)[O:15][CH2:16][CH2:17][CH2:18][O:19][NH:20][C:31]([NH2:32])=[NH:26])(=[O:10])=[O:9] |f:1.2|. Procedure: A solution of 3-[3-(2-chlorophenylsulfonyloxy)-5-methylphenoxy]propoxyamine (0.43 g, 0.0012 mol), as prepared in the preceding step, in anhydrous N,N-dimethylformamide (15 mL) was treated with 1H -pyrazole-1-carboxamidine hydrochloride (0.34 g, 0.0034 mol). The reaction mixture was stirred overnight at ambient temperature. An additional 100 mg of 1H -pyrazole-1-carboxamidine hydrochloride was added, and the reaction mixture was stirred at ambient temperature overnight. The reaction mixture was e...